From a dataset of the Open Reaction Database (ORD), a public repository of structured organic reaction records. describe an organic reaction: reactants, conditions, products, and yield The reactants are C1CCOC1, CCOC(C)=O, Clc1nc(Cl)c2cc(I)ccc2n1, Cl, [Na+], [OH-], O. The product is Oc1nc(Cl)nc2ccc(I)cc12. RXN SMILES: [CH2:16]1[O:17][CH2:18][CH2:19][CH2:20]1.[CH3:23][CH2:24][O:25][C:26]([CH3:27])=[O:28].[Cl:1][c:2]1[n:3][c:4]2[cH:5][cH:6][c:7]([I:13])[cH:8][c:9]2[c:10]([Cl:12])[n:11]1.[ClH:22].[Na+:15].[OH-:14].[OH2:21]>>[Cl:1][c:2]1[n:3][c:4]2[cH:5][cH:6][c:7]([I:13])[cH:8][c:9]2[c:10]([OH:14])[n:11]1. RXN SMILES: [CH3:1][N:2]([CH2:4][C:5]([OH:7])=O)[CH3:3].[N:8]1[CH:13]=[CH:12][CH:11]=[C:10]([C:14]2[CH:15]=[C:16]([C@@H:20]([NH2:22])[CH3:21])[CH:17]=[CH:18][CH:19]=2)[CH:9]=1.CCN=C=NCCCN(C)C.Cl.C1C=CC2N(O)N=NC=2C=1.C(N(C(C)C)CC)(C)C>CN(C=O)C>[CH3:1][N:2]([CH3:3])[CH2:4][C:5]([NH:22][C@H:20]([C:16]1[CH:17]=[CH:18][CH:19]=[C:14]([C:10]2[CH:9]=[N:8][CH:13]=[CH:12][CH:11]=2)[CH:15]=1)[CH3:21])=[O:7] |f:2.3|. The product is CN(CC(=O)N[C@@H](C)C1=CC(=CC=C1)C=1C=NC=CC1)C ((S)-2-Dimethylamino-N-[1-(3-pyridin-3-yl-phenyl)-ethyl]-acetamide). Starting materials: CN(C)CC(=O)O (dimethylamino-acetic acid), N1=CC(=CC=C1)C=1C=C(C=CC1)[C@H](C)N ((S)-1-(3-pyridin-3-yl-phenyl)-ethylamine), CCN=C=NCCCN(C)C.Cl (EDAC.HCl), C=1C=CC2=C(C1)N=NN2O (HOBT), C(C)(C)N(CC)C(C)C (diisopropylethylamine). Run at time 18 hour. Reported procedure: A mixture of dimethylamino-acetic acid (0.083 mmol), (S)-1-(3-pyridin-3-yl-phenyl)-ethylamine (12.7 mg, 0.064 mmol), EDAC.HCl (18.4 mg, 0.096 mmol), HOBT (13 mg, 0.096 mmol) and diisopropylethylamine (33 μL, 0.192 mmol) in DMF (2 mL) was stirred at room temperature for 18 h, and the reaction mixture was purified by preparative HPLC (5 mM NH4OAc buffer; gradient 0% to 100% B in 10 min (A: 10% CH3CN/H2O ; B: 90% CH3CN/H2O; column: Primesphere C18 HC 21.2×100 mm) to afford the title product. Run in CN(C)C=O (DMF). Procedure: A degassed mixture of 2-amino-5-bromopyridine (3.5 g, 20.23 mmol), 6-methoxypyridin-3-ylboronic acid (3.71 g, 24.28 mmol) and bis[3-(diphenylphosphanyl)-cyclopenta-2,4-dien-1-yl]iron-dichloropalladium-dichloromethane complex (413 mg, 0.51 mmol) in 1,4-dioxane (36 mL) and a 2M aqueous potassium carbonate solution (36.4 mL) was heated at 90° C. under a nitrogen atmosphere for approximately 16 h. The reaction mixture was allowed to cool to room temperature and diluted with diethyl ether (100 mL). T... Reaction SMILES: [NH2:1][C:2]1[CH:7]=[CH:6][C:5](Br)=[CH:4][N:3]=1.[CH3:9][O:10][C:11]1[N:16]=[CH:15][C:14](B(O)O)=[CH:13][CH:12]=1.C(=O)([O-])[O-].[K+].[K+]>O1CCOCC1.C(OCC)C>[CH3:9][O:10][C:11]1[N:16]=[CH:15][C:14]([C:5]2[CH:6]=[CH:7][C:2]([NH2:1])=[N:3][CH:4]=2)=[CH:13][CH:12]=1 |f:2.3.4|. The product is COC1=CC=C(C=N1)C=1C=CC(=NC1)N (5-(6-Methoxypyridin-3-yl)pyridin-2-amine). Starting materials: NC1=NC=C(C=C1)Br (2-amino-5-bromopyridine), COC1=CC=C(C=N1)B(O)O (6-methoxypyridin-3-ylboronic acid), C([O-])([O-])=O.[K+].[K+] (potassium carbonate). The yield is 82.5%. Solvent: C(C)OCC (diethyl ether), O1CCOCC1 (1,4-dioxane).